The task is: describe an organic reaction: reactants, conditions, products, and yield. This data is from the Open Reaction Database (ORD), a public repository of structured organic reaction records. Reported procedure: To a mixture of 1.03 g (27.1 mmol) of lithium aluminum hydride and 20 ml of anhydrous tetrahydrofuran, an anhydrous tetrahydrofuran solution of 2.70 g (9.03 mmol) of 1-benzyloxy-2-methoxy-4-(2-nitropropenyl)benzene was added dropwise under vigorous stirring over about 90 minutes and refluxed for 2 hours by heating. The reaction mixture was cooled and aqueous sodium hydroxide solution was added thereto. After the precipitates were filtered off with celite-precoated glass filter, the solvent was d... Reaction conditions: time 90 minute. The yield is 93.9%. Reactants: C(C1=CC=CC=C1)OC1=C(C=C(C=C1)C=C(C)[N+](=O)[O-])OC (1-benzyloxy-2-methoxy-4-(2-nitropropenyl)benzene), [H-].[Al+3].[Li+].[H-].[H-].[H-] (lithium aluminum hydride), [OH-].[Na+] (sodium hydroxide). Run in O1CCCC1 (tetrahydrofuran), O1CCCC1 (tetrahydrofuran). RXN SMILES: [H-].[Al+3].[Li+].[H-].[H-].[H-].[CH2:7]([O:14][C:15]1[CH:20]=[CH:19][C:18]([CH:21]=[C:22]([N+:24]([O-])=O)[CH3:23])=[CH:17][C:16]=1[O:27][CH3:28])[C:8]1[CH:13]=[CH:12][CH:11]=[CH:10][CH:9]=1.[OH-].[Na+]>O1CCCC1>[CH2:7]([O:14][C:15]1[CH:20]=[CH:19][C:18]([CH2:21][CH:22]([NH2:24])[CH3:23])=[CH:17][C:16]=1[O:27][CH3:28])[C:8]1[CH:13]=[CH:12][CH:11]=[CH:10][CH:9]=1 |f:0.1.2.3.4.5,7.8|. Product: C(C1=CC=CC=C1)OC1=C(C=C(C=C1)CC(C)N)OC (2-(4-benzyloxy-3-methoxyphenyl)-1-methylethylamine).